Dataset: the Open Reaction Database (ORD), a public repository of structured organic reaction records. Task: describe an organic reaction: reactants, conditions, products, and yield As a reaction SMILES: [CH2:1]([c:2]1[cH:3][cH:4][cH:5][cH:6][cH:7]1)[O:8][CH2:9][CH2:10][n:11]1[c:12](=[O:27])[n:13]([CH2:23][CH2:24][CH2:25][CH3:26])[c:14](=[O:22])[c:15]2[c:16]1[nH:17][n:18][c:19]2[NH:20][CH3:21].[CH3:30][Si:31]([Cl:32])([CH3:33])[CH3:34].[CH3:35][C:36]#[N:37].[I-:29].[Na+:28]>>[OH:8][CH2:9][CH2:10][n:11]1[c:12](=[O:27])[n:13]([CH2:23][CH2:24][CH2:25][CH3:26])[c:14](=[O:22])[c:15]2[c:16]1[nH:17][n:18][c:19]2[NH:20][CH3:21]. The reactants are CCCCn1c(=O)c2c(NC)n[nH]c2n(CCOCc2ccccc2)c1=O, C[Si](C)(C)Cl, CC#N, [I-], [Na+]. Product: CCCCn1c(=O)c2c(NC)n[nH]c2n(CCO)c1=O. Starting materials: CCOC(=O)Nc1nc2cc(OC)c(OC)cc2nc1OC, COc1cc(OC)cc(N2CCNCC2)c1. Product: COc1cc(OC)cc(N2CCN(C(=O)Nc3nc4cc(OC)c(OC)cc4nc3OC)CC2)c1. RXN SMILES: [CH3:1][O:2][c:3]1[n:4][c:5]2[cH:6][c:7]([O:21][CH3:22])[c:8]([O:19][CH3:20])[cH:9][c:10]2[n:11][c:12]1[NH:13][C:14]([O:15][CH2:16][CH3:17])=[O:18].[CH3:23][O:24][c:25]1[cH:26][c:27]([N:33]2[CH2:34][CH2:35][NH:36][CH2:37][CH2:38]2)[cH:28][c:29]([O:31][CH3:32])[cH:30]1>>[CH3:1][O:2][c:3]1[n:4][c:5]2[cH:6][c:7]([O:21][CH3:22])[c:8]([O:19][CH3:20])[cH:9][c:10]2[n:11][c:12]1[NH:13][C:14](=[O:18])[N:36]1[CH2:35][CH2:34][N:33]([c:27]2[cH:26][c:25]([O:24][CH3:23])[cH:30][c:29]([O:31][CH3:32])[cH:28]2)[CH2:38][CH2:37]1. Reactants: O=C(OCc1ccccc1)N1CCC(O)(c2cccc(Br)n2)C(O)C1, CC(C)(O)c1cc(F)c(-c2cc(C(N)=O)c(N)s2)c(F)c1. Product: CC(C)(O)c1cc(F)c(-c2cc(C(N)=O)c(Nc3cccc(C4(O)CCN(C(=O)OCc5ccccc5)CC4O)n3)s2)c(F)c1. Reaction SMILES: [Br:22][c:23]1[cH:24][cH:25][cH:26][c:27]([C:29]2([OH:46])[CH:30]([OH:45])[CH2:31][N:32]([C:35](=[O:36])[O:37][CH2:38][c:39]3[cH:40][cH:41][cH:42][cH:43][cH:44]3)[CH2:33][CH2:34]2)[n:28]1.[NH2:1][c:2]1[s:3][c:4](-[c:10]2[c:11]([F:21])[cH:12][c:13]([C:17]([CH3:18])([CH3:19])[OH:20])[cH:14][c:15]2[F:16])[cH:5][c:6]1[C:7](=[O:8])[NH2:9]>>[NH:1]([c:2]1[s:3][c:4](-[c:10]2[c:11]([F:21])[cH:12][c:13]([C:17]([CH3:18])([CH3:19])[OH:20])[cH:14][c:15]2[F:16])[cH:5][c:6]1[C:7](=[O:8])[NH2:9])[c:23]1[cH:24][cH:25][cH:26][c:27]([C:29]2([OH:46])[CH:30]([OH:45])[CH2:31][N:32]([C:35](=[O:36])[O:37][CH2:38][c:39]3[cH:40][cH:41][cH:42][cH:43][cH:44]3)[CH2:33][CH2:34]2)[n:28]1. The reactants are CC(C)(C)OC(=O)CBr, COC(=O)c1ccc2c(C3CCCCC3)c(Br)[nH]c2c1, [H-], [Na+], CN(C)C=O, COC(=O)c1ccc2cc[nH]c2c1. The product is COC(=O)c1ccc2c(C3CCCCC3)c(Br)n(CC(=O)OC(C)(C)C)c2c1. As a reaction SMILES: [Br:36][CH2:37][C:38](=[O:39])[O:40][C:41]([CH3:42])([CH3:43])[CH3:44].[Br:3][c:4]1[nH:5][c:6]2[cH:7][c:8]([C:19](=[O:20])[O:21][CH3:22])[cH:9][cH:10][c:11]2[c:12]1[CH:13]1[CH2:14][CH2:15][CH2:16][CH2:17][CH2:18]1.[H-:2].[Na+:1].[O:45]=[CH:46][N:47]([CH3:48])[CH3:49].[nH:23]1[c:24]2[c:25]([cH:26][cH:27][c:28]([C:29]([O:30][CH3:31])=[O:32])[cH:33]2)[cH:34][cH:35]1>>[Br:3][c:4]1[n:5]([CH2:37][C:38](=[O:39])[O:40][C:41]([CH3:42])([CH3:43])[CH3:44])[c:6]2[cH:7][c:8]([C:19](=[O:20])[O:21][CH3:22])[cH:9][cH:10][c:11]2[c:12]1[CH:13]1[CH2:14][CH2:15][CH2:16][CH2:17][CH2:18]1. Starting materials: FC1=CC=C(C=2C=CCOC12)C(=O)N (8-fluoro-2H-chromene-5-carboxylic acid amide), N(=O)[O-].[Na+] (sodium nitrite), [I-].[K+] (potassium iodide). Solvent: C(C)(=O)OCC (ethyl acetate), C(C)(=O)OCC (ethyl acetate). Conditions: temperature 40 celsius, time 1.5 hour. Product: FC1=CC=C(C=2C=C(COC12)[N+](=O)[O-])C(=O)N (8-fluoro-3-nitro-2H-chromene-5-carboxylic acid amide). Isolated yield 66.0%. As a reaction SMILES: [F:1][C:2]1[C:11]2[O:10][CH2:9][CH:8]=[CH:7][C:6]=2[C:5]([C:12]([NH2:14])=[O:13])=[CH:4][CH:3]=1.[N:15]([O-:17])=[O:16].[Na+].[I-].[K+]>C(OCC)(=O)C>[F:1][C:2]1[C:11]2[O:10][CH2:9][C:8]([N+:15]([O-:17])=[O:16])=[CH:7][C:6]=2[C:5]([C:12]([NH2:14])=[O:13])=[CH:4][CH:3]=1 |f:1.2,3.4|. Reported procedure: Into a reactor, equipped with a mechanic stirrer and a reflux condenser, 8-fluoro-2H-chromene-5-carboxylic acid amide (2 g; 10 mmoles), sodium nitrite (1.4 g; 20 mmoles), potassium iodide (0.33 g; 2 mmoles) and ethyl acetate (20 ml) were charged at room temperature and under inert gas. The mixture was heated at 40° C., then Oxistrong 15® (4 ml) was added in 4 hours. At the end of the addition the reaction mixture was kept under stirring for 1.5 hours, then cooled at 20° C. and diluted with ethyl...